From a dataset of the Open Reaction Database (ORD), a public repository of structured organic reaction records. describe an organic reaction: reactants, conditions, products, and yield Yields the product CC1=NN=C(O1)C1=CC=C(OC=2C=C(C(=O)O)C=C(C2)O[C@H]2C(N(CC2)C)=O)C=C1 ((R)-(+)-3-[4-(5-Methyl-1,3,4-oxadiazol-2-yl)phenoxy]-5-[(1-methyl-2-oxo-pyrrolidin-3-yl)oxy]benzoic acid). Reaction SMILES: [OH-].[Na+].[CH3:3][C:4]1[O:8][C:7]([C:9]2[CH:33]=[CH:32][C:12]([O:13][C:14]3[CH:15]=[C:16]([CH:21]=[C:22]([O:24][C@@H:25]4[CH2:29][CH2:28][N:27]([CH3:30])[C:26]4=[O:31])[CH:23]=3)[C:17]([O:19]C)=[O:18])=[CH:11][CH:10]=2)=[N:6][N:5]=1>CO.O>[CH3:3][C:4]1[O:8][C:7]([C:9]2[CH:33]=[CH:32][C:12]([O:13][C:14]3[CH:15]=[C:16]([CH:21]=[C:22]([O:24][C@@H:25]4[CH2:29][CH2:28][N:27]([CH3:30])[C:26]4=[O:31])[CH:23]=3)[C:17]([OH:19])=[O:18])=[CH:11][CH:10]=2)=[N:6][N:5]=1 |f:0.1,3.4|. Starting materials: [OH-].[Na+] (Sodium hydroxide), CC1=NN=C(O1)C1=CC=C(OC=2C=C(C(=O)OC)C=C(C2)O[C@H]2C(N(CC2)C)=O)C=C1 ((R)-(+)-Methyl 3-[4-(5-methyl-1,3,4-oxadiazol-2-yl)phenoxy]-5-[(1-methyl-2-oxo-pyrrolidin-3-yl) oxy]benzoate), CC1=NN=C(O1)C1=CC=C(OC=2C=C(C(=O)OC)C=C(C2)O[C@H]2C(N(CC2)C)=O)C=C1 ((R)-(+)-Methyl 3-[4-(5-methyl-1,3,4-oxadiazol-2-yl)phenoxy]-5-[(1-methyl-2-oxo-pyrrolidin-3-yl) oxy]benzoate). Run in CO.O (MeOH H2O). The yield is 71.5%. Procedure details: Sodium hydroxide (pallets, 0.35 g) was added To a stirring mixture of (R)-(+)-Methyl 3-[4-(5-methyl-1,3,4-oxadiazol-2-yl)phenoxy]-5-[(1-methyl-2-oxo-pyrrolidin-3-yl) oxy]benzoate (1.1 g) (Intermediate 19) in MeOH:H2O (1:1) at room temperature. The reaction was monitored by TLC. After completion, methanol was evaporated from the reaction mixture and water was added. The aqueous layer was washed with EtOAc, acidified with dil. HCl (0.05 N) to obtain solid. The solid obtained was filtered, washed w... Reactants: C(C)(=O)OCC (Ethyl acetate), C(C1=CC=CC=C1)OCCC(=C(C1=CC=CC=C1)C1=CC=C(OCCN(C)C)C=C1)C1=CC=C(C=C1)Cl ((2-{4-[4-Benzyloxy-2-(4-chlorophenyl)-1-phenylbut-1-enyl]phenoxy}ethyl)dimethylamine), C(C)(=O)Cl (acetyl chloride), C(C)(=O)Cl (acetyl chloride). The reagents and catalysts are [Zn] (Zn), [Zn] (Zn). Run in C1(=CC=CC=C1)C (toluene). Run at temperature 40 celsius, time 3 hour. Product: ClC1=CC=C(C=C1)C(CCO)=C(C1=CC=CC=C1)C1=CC=C(C=C1)OCCN(C)C (3-(4-Chlorophenyl)-4-[4-(2-dimethylaminoethoxy)phenyl]-4-phenylbut-3-en-1-ol). As a reaction SMILES: C([O:8][CH2:9][CH2:10][C:11]([C:31]1[CH:36]=[CH:35][C:34]([Cl:37])=[CH:33][CH:32]=1)=[C:12]([C:19]1[CH:30]=[CH:29][C:22]([O:23][CH2:24][CH2:25][N:26]([CH3:28])[CH3:27])=[CH:21][CH:20]=1)[C:13]1[CH:18]=[CH:17][CH:16]=[CH:15][CH:14]=1)C1C=CC=CC=1.C(Cl)(=O)C.C(OCC)(=O)C>C1(C)C=CC=CC=1.[Zn]>[Cl:37][C:34]1[CH:35]=[CH:36][C:31]([C:11](=[C:12]([C:19]2[CH:20]=[CH:21][C:22]([O:23][CH2:24][CH2:25][N:26]([CH3:27])[CH3:28])=[CH:29][CH:30]=2)[C:13]2[CH:18]=[CH:17][CH:16]=[CH:15][CH:14]=2)[CH2:10][CH2:9][OH:8])=[CH:32][CH:33]=1. Reported procedure: (2-{4-[4-Benzyloxy-2-(4-chlorophenyl)-1-phenylbut-1-enyl]phenoxy}ethyl)dimethylamine (1.1 g, 2.1 mmol) is dissolved in toluene, Zn powder (0.4 g, 6.1 mmol) and acetyl chloride (0.6 g, 7.6 mmol) are added and the mixture is stirred at 40° C. for 3 h. Additional Zn (0.5 g) and acetyl chloride (0.6 g) are added and stirring is continued for another 5 h. Ethyl acetate is added and the precipitate is filtered off. The solvents are evaporated and the residue is dissolved in methanol. The acetate ester... Reactants: CO, COC(=O)c1ccc(OC(c2cc(C)oc2C)C2CCCCC2)cc1, Cl, [Li+], C1CCOC1, [OH-], O. Yields the product Cc1cc(C(Oc2ccc(C(=O)O)cc2)C2CCCCC2)c(C)o1. Reaction SMILES: [CH3:30][OH:31].[CH:1]1([CH:7]([O:8][c:9]2[cH:10][cH:11][c:12]([C:13](=[O:14])[O:15][CH3:16])[cH:17][cH:18]2)[c:19]2[c:20]([CH3:25])[o:21][c:22]([CH3:24])[cH:23]2)[CH2:2][CH2:3][CH2:4][CH2:5][CH2:6]1.[ClH:29].[Li+:26].[O:32]1[CH2:33][CH2:34][CH2:35][CH2:36]1.[OH-:27].[OH2:28]>>[CH:1]1([CH:7]([O:8][c:9]2[cH:10][cH:11][c:12]([C:13](=[O:14])[OH:15])[cH:17][cH:18]2)[c:19]2[c:20]([CH3:25])[o:21][c:22]([CH3:24])[cH:23]2)[CH2:2][CH2:3][CH2:4][CH2:5][CH2:6]1. Reactants: Fc1ccc(Br)c(OC2CCNCC2)c1, CCO, CCN(C(C)C)C(C)C, CCOC(=O)c1coc(Cl)n1. Yields the product CCOC(=O)c1coc(N2CCC(Oc3cc(F)ccc3Br)CC2)n1. Reaction SMILES: [Br:1][c:2]1[c:3]([O:4][CH:5]2[CH2:6][CH2:7][NH:8][CH2:9][CH2:10]2)[cH:11][c:12]([F:15])[cH:13][cH:14]1.[CH3:36][CH2:37][OH:38].[CH:27]([N:28]([CH2:29][CH3:30])[CH:31]([CH3:32])[CH3:33])([CH3:34])[CH3:35].[Cl:16][c:17]1[o:18][cH:19][c:20]([C:22](=[O:23])[O:24][CH2:25][CH3:26])[n:21]1>>[Br:1][c:2]1[c:3]([O:4][CH:5]2[CH2:6][CH2:7][N:8]([c:17]3[o:18][cH:19][c:20]([C:22](=[O:23])[O:24][CH2:25][CH3:26])[n:21]3)[CH2:9][CH2:10]2)[cH:11][c:12]([F:15])[cH:13][cH:14]1. Reactants: C(C)(C)(C)OC(=O)N[C@H]1[C@H](C[C@@H](CC1)C(N)=O)OC(C1=CC=C(C=C1)[N+](=O)[O-])=O (4-Nitrobenzoic acid (1S,2R,5R)-2-tert-butoxycarbonylamino-5-carbamoyl-cyclohexyl ester), C([O-])([O-])=O.[K+].[K+] (potassium carbonate). The solvent is CO (MeOH). Reaction conditions: time 2 hour. Yields the product O[C@H]1C[C@@H](CC[C@H]1NC(=O)OC(C)(C)C)C(=O)N ((1R,3S,4R)-3-Hydroxy-4-tert-butoxycarbonylamino-cyclohexanecarboxylic acid amide). Yield: 70.8%. RXN SMILES: [C:1]([O:5][C:6]([NH:8][C@@H:9]1[CH2:14][CH2:13][C@@H:12]([C:15](=[O:17])[NH2:16])[CH2:11][C@@H:10]1[O:18]C(=O)C1C=CC([N+]([O-])=O)=CC=1)=[O:7])([CH3:4])([CH3:3])[CH3:2].C(=O)([O-])[O-].[K+].[K+]>CO>[OH:18][C@@H:10]1[C@H:9]([NH:8][C:6]([O:5][C:1]([CH3:2])([CH3:3])[CH3:4])=[O:7])[CH2:14][CH2:13][C@@H:12]([C:15]([NH2:16])=[O:17])[CH2:11]1 |f:1.2.3|. Reported procedure: 4-Nitrobenzoic acid (1S,2R,5R)-2-tert-butoxycarbonylamino-5-carbamoyl-cyclohexyl ester (i) (3.62 g, 8.9 mmol) in dry MeOH (250 mL) was treated with potassium carbonate (1.84 g, 13.3 mmol). After 2 hours at room temperature, the mixture was concentrated and the residue purified by flash column chromatography (silica gel, DCM/MeOH, 5-15%) to give a white solid (1.62 g, 6.3 mmol, 71%). Reactants: C(C(=C)C)(=O)OCCO (2-hydroxyethyl methacrylate), N(=NC(C)(C)C=1NCCN1)C(C)(C)C=1NCCN1 (VA-061), CN(C(C=C)=O)C (N,N-dimethylacrylamide), C(C=C)(=O)O (acrylic acid). Solvent: CS(=O)C (dimethylsulfoxide), C(C)(=O)OCC (ethyl acetate). Conditions: temperature 60 celsius, time 0.5 hour. Product: C(C(=C)C)(=O)OCCO.CN(C(C=C)=O)C.C(C=C)(=O)O (2-hydroxyethyl methacrylate N,N-dimethylacrylamide acrylic acid). RXN SMILES: [C:1]([O:6][CH2:7][CH2:8][OH:9])(=[O:5])[C:2]([CH3:4])=[CH2:3].[CH3:10][N:11]([CH3:16])[C:12](=[O:15])[CH:13]=[CH2:14].[C:17]([OH:21])(=[O:20])[CH:18]=[CH2:19].N(C(C1NCCN=1)(C)C)=NC(C1NCCN=1)(C)C>CS(C)=O.C(OCC)(=O)C>[C:1]([O:6][CH2:7][CH2:8][OH:9])(=[O:5])[C:2]([CH3:4])=[CH2:3].[CH3:10][N:11]([CH3:16])[C:12](=[O:15])[CH:13]=[CH2:14].[C:17]([OH:21])(=[O:20])[CH:18]=[CH2:19] |f:6.7.8|. Procedure: Into a 200 mL three-necked flask, 2-hydroxyethyl methacrylate (4.88 g, 0.038 mol) as the monomer having a hydroxy group, N,N-dimethylacrylamide (3.72 g, 0.038 mol) as the monomer having an amide group, acrylic acid (1.80 g, 0.025 mol) as the acidic monomer, dimethylsulfoxide (41.6 g) as a solvent, and a polymerization initiator VA-061 (Wako Pure Chemical Industries, Ltd., 0.016 g, 0.062 mmol) were added, and the three-necked flask was equipped with a three-way cock, a reflux condenser, a thermom...